From a dataset of the Open Reaction Database (ORD), a public repository of structured organic reaction records. describe an organic reaction: reactants, conditions, products, and yield Starting materials: [N+](=O)([O-])C1=C(C=CC=C1)C1=CC=2NC=3C=CC=CC3C2C2=C1C(NC2=O)=O (1,2,3,6-tetrahydro-4-(2-nitrophenyl)-1,3-dioxopyrrolo[3,4-c]carbazole), C (charcoal). Reagents/catalysts: [Pd] (palladium). The solvent is CN(C=O)C (dimethylformamide). Reaction conditions: time 4 hour. Product: NC1=C(C=CC=C1)C1=CC=2NC=3C=CC=CC3C2C2=C1C(NC2=O)=O (4-(2-aminophenyl)-1,2,3,6-tetrahydro-1,3-dioxopyrrolo[3,4-c]carbazole). As a reaction SMILES: [N+:1]([C:4]1[CH:9]=[CH:8][CH:7]=[CH:6][C:5]=1[C:10]1[C:22]2[C:23](=[O:27])[NH:24][C:25](=[O:26])[C:21]=2[C:20]2[C:19]3[CH:18]=[CH:17][CH:16]=[CH:15][C:14]=3[NH:13][C:12]=2[CH:11]=1)([O-])=O.C>CN(C)C=O.[Pd]>[NH2:1][C:4]1[CH:9]=[CH:8][CH:7]=[CH:6][C:5]=1[C:10]1[C:22]2[C:23](=[O:27])[NH:24][C:25](=[O:26])[C:21]=2[C:20]2[C:19]3[CH:18]=[CH:17][CH:16]=[CH:15][C:14]=3[NH:13][C:12]=2[CH:11]=1. Procedure: 0.5 g (1.51 mmole) 1,2,3,6-tetrahydro-4-(2-nitrophenyl)-1,3-dioxopyrrolo[3,4-c]carbazole (Example 2g) in 30 ml dimethylformamide are hydrogenated at room temperature with 0.27 g palladium on active charcoal (10%). After 4 hours, the catalyst is filtered off and the solution evaporated in a vacuum. The residue is stirred up with ethyl acetate, the crystals filtered off, and recrystallized from methanol. One obtains 4-(2-aminophenyl)-1,2,3,6-tetrahydro-1,3-dioxopyrrolo[3,4-c]carbazole in the form ...